This data is from the Open Reaction Database (ORD), a public repository of structured organic reaction records. The task is: describe an organic reaction: reactants, conditions, products, and yield Starting materials: COc1ccc(C(=O)c2cccc3[nH]c(=O)n(C)c23)cc1, CCOC(C)=O, O=P(Cl)(Cl)Cl. Yields the product COc1ccc(C(=O)c2cccc3nc(Cl)n(C)c23)cc1. As a reaction SMILES: [CH3:1][O:2][c:3]1[cH:4][cH:5][c:6]([C:7](=[O:8])[c:9]2[cH:10][cH:11][cH:12][c:13]3[c:14]2[n:15]([CH3:19])[c:16](=[O:18])[nH:17]3)[cH:20][cH:21]1.[CH3:27][CH2:28][O:29][C:30](=[O:31])[CH3:32].[P:22]([Cl:23])([Cl:24])([Cl:25])=[O:26]>>[CH3:1][O:2][c:3]1[cH:4][cH:5][c:6]([C:7](=[O:8])[c:9]2[cH:10][cH:11][cH:12][c:13]3[c:14]2[n:15]([CH3:19])[c:16]([Cl:24])[n:17]3)[cH:20][cH:21]1. Reactants: CCN=C=NCCCN(C)C, CCOC(C)=O, CCN(C(C)C)C(C)C, Cl, Cl, Cl, CN1C2CCCC1CC(N)C2, CN(C)C=O, On1nnc2ccccc21, O=C(O)c1cccc2oc(-c3ccsc3)nc12. Product: CN1C2CCCC1CC(NC(=O)c1cccc3oc(-c4ccsc4)nc13)C2. RXN SMILES: [CH2:32]([N:33]=[C:34]=[N:35][CH2:36][CH2:37][CH2:38][N:39]([CH3:40])[CH3:41])[CH3:42].[CH3:67][CH2:68][O:69][C:70](=[O:71])[CH3:72].[CH:53]([N:54]([CH2:55][CH3:56])[CH:57]([CH3:58])[CH3:59])([CH3:60])[CH3:61].[ClH:18].[ClH:19].[ClH:31].[NH2:20][CH:21]1[CH2:22][CH:23]2[CH2:24][CH2:25][CH2:26][CH:27]([CH2:28]1)[N:29]2[CH3:30].[O:62]=[CH:63][N:64]([CH3:65])[CH3:66].[OH:43][n:44]1[c:45]2[cH:46][cH:47][cH:48][cH:49][c:50]2[n:51][n:52]1.[s:1]1[cH:2][c:3](-[c:6]2[o:7][c:8]3[c:9]([n:10]2)[c:11]([C:15](=[O:16])[OH:17])[cH:12][cH:13][cH:14]3)[cH:4][cH:5]1>>[s:1]1[cH:2][c:3](-[c:6]2[o:7][c:8]3[c:9]([n:10]2)[c:11]([C:15](=[O:17])[NH:20][CH:21]2[CH2:22][CH:23]4[CH2:24][CH2:25][CH2:26][CH:27]([CH2:28]2)[N:29]4[CH3:30])[cH:12][cH:13][cH:14]3)[cH:4][cH:5]1.